From a dataset of the Open Reaction Database (ORD), a public repository of structured organic reaction records. describe an organic reaction: reactants, conditions, products, and yield Starting materials: COC=1C=C2CC(C(C2=CC1OC)=O)C/C=C/C=O ((E)-4-(5,6-dimethoxy-1-oxo-indan-2-yl)but-2-enal), CNS(=O)(=O)CC(C)=O (N-methyl-2-oxo-propane-1-sulfonamide), C(C1=CC=CC=C1)N (benzylamine). The product is C(C1=CC=CC=C1)N1C(=C(C(C=C1)CC1C(C2=CC(=C(C=C2C1)OC)OC)=O)S(=O)(=O)NC)C (1-benzyl-4-[(5,6-dimethoxy-1-oxo-indan-2-yl)methyl]-N,2-dimethyl-4H-pyridine-3-sulfonamide). RXN SMILES: [CH3:1][O:2][C:3]1[CH:4]=[C:5]2[C:9](=[CH:10][C:11]=1[O:12][CH3:13])[C:8](=[O:14])[CH:7]([CH2:15]/[CH:16]=[CH:17]/[CH:18]=O)[CH2:6]2.[CH3:20][NH:21][S:22]([CH2:25][C:26](=O)[CH3:27])(=[O:24])=[O:23].[CH2:29]([NH2:36])[C:30]1[CH:35]=[CH:34][CH:33]=[CH:32][CH:31]=1>>[CH2:29]([N:36]1[CH:18]=[CH:17][CH:16]([CH2:15][CH:7]2[CH2:6][C:5]3[C:9](=[CH:10][C:11]([O:12][CH3:13])=[C:3]([O:2][CH3:1])[CH:4]=3)[C:8]2=[O:14])[C:25]([S:22]([NH:21][CH3:20])(=[O:24])=[O:23])=[C:26]1[CH3:27])[C:30]1[CH:35]=[CH:34][CH:33]=[CH:32][CH:31]=1. Reported procedure: The title compound 80 is prepared according to the procedure reported in Example 27 with aldehyde 79 (104.4 mg, 0.40 mmol), N-methyl-2-oxo-propane-1-sulfonamide [prepared as described by Builla et al in Tetrahedron 1998, 3589](60.4 mg, 0.40 mmol) and benzylamine (42.8 mg, 0.40 mmol) as reactants. Purification by column chromatography on SiO2 (gradient of EtOAc in Petroleum Ether) afford the title compound 80 as a yellow solid. (Yield 77.1 mg, 40%). Reactants: N#Cc1cccnc1Cl, [H-], Nc1ncnc2[nH]nc(I)c12, [Na+], CN(C)C=O. Yields the product N#Cc1cccnc1-n1nc(I)c2c(N)ncnc21. RXN SMILES: [Cl:14][c:15]1[n:16][cH:17][cH:18][cH:19][c:20]1[C:21]#[N:22].[H-:1].[NH2:3][c:4]1[c:5]2[c:6]([n:7][cH:8][n:9]1)[nH:10][n:11][c:12]2[I:13].[Na+:2].[O:23]=[CH:24][N:25]([CH3:26])[CH3:27]>>[NH2:3][c:4]1[c:5]2[c:6]([n:7][cH:8][n:9]1)[n:10](-[c:15]1[n:16][cH:17][cH:18][cH:19][c:20]1[C:21]#[N:22])[n:11][c:12]2[I:13]. Starting materials: CO, CN(C)C=O, CCC(C)(C)Nc1cccnc1N1CCN(C(=O)c2cc3cc([N+](=O)[O-])ccc3[nH]2)CC1. Yields the product CCC(C)(C)Nc1cccnc1N1CCN(C(=O)c2cc3cc(N)ccc3[nH]2)CC1. Reaction SMILES: [CH3:33][OH:34].[CH3:35][N:36]([CH3:37])[CH:38]=[O:39].[N+:1]([O-:2])(=[O:3])[c:4]1[cH:5][c:6]2[cH:7][c:8]([C:13](=[O:14])[N:15]3[CH2:16][CH2:17][N:18]([c:21]4[n:22][cH:23][cH:24][cH:25][c:26]4[NH:27][C:28]([CH2:29][CH3:30])([CH3:31])[CH3:32])[CH2:19][CH2:20]3)[nH:9][c:10]2[cH:11][cH:12]1>>[NH2:1][c:4]1[cH:5][c:6]2[cH:7][c:8]([C:13](=[O:14])[N:15]3[CH2:16][CH2:17][N:18]([c:21]4[n:22][cH:23][cH:24][cH:25][c:26]4[NH:27][C:28]([CH2:29][CH3:30])([CH3:31])[CH3:32])[CH2:19][CH2:20]3)[nH:9][c:10]2[cH:11][cH:12]1. Starting materials: C(C)(=O)OCC (ethyl acetate), C(C)OC(=O)N1[C@@H](C[C@@H](C2=NC(=CC=C12)OC)NC1=NC=C(C(=N1)CC1=CC(=CC(=C1)C(F)(F)F)C(F)(F)F)S(=O)(=O)CCC(=O)OC)CC ((2R*,4S*)-4-{[3,5-Bis(trifluoromethyl)benzyl]-[5-(2-methoxycarbonyl-ethanesulfonyl)pyrimidin-2-yl]}amino-2-ethyl-6-methoxy-3,4-dihydro-2H-[1,5]naphthyridine-1-carboxylic acid ethyl ester), [OH-].[Na+] (NaOH), Cl (HCl). Solvent: C(C)O (ethanol). Conditions: temperature 50 celsius, time 30 minute. The product is C(C)OC(=O)N1[C@@H](C[C@@H](C2=NC(=CC=C12)OC)NC1=NC=C(C(=N1)CC1=CC(=CC(=C1)C(F)(F)F)C(F)(F)F)S(=O)(=O)O)CC ((2R*,4S*)-4-{[3,5-bis(trifluoromethyl)benzyl]-(5-sulfopyrimidin-2-yl)}amino-2-ethyl-6-methoxy-3,4-dihydro-2H-[1,5]naphthyridine-1-carboxylic acid ethyl ester). RXN SMILES: [CH2:1]([O:3][C:4]([N:6]1[C:15]2[C:10](=[N:11][C:12]([O:16][CH3:17])=[CH:13][CH:14]=2)[C@@H:9]([NH:18][C:19]2[N:24]=[C:23]([CH2:25][C:26]3[CH:31]=[C:30]([C:32]([F:35])([F:34])[F:33])[CH:29]=[C:28]([C:36]([F:39])([F:38])[F:37])[CH:27]=3)[C:22]([S:40](CCC(OC)=O)(=[O:42])=[O:41])=[CH:21][N:20]=2)[CH2:8][C@H:7]1[CH2:49][CH3:50])=[O:5])[CH3:2].[OH-].[Na+].Cl.C(OCC)(=[O:56])C>C(O)C>[CH2:1]([O:3][C:4]([N:6]1[C:15]2[C:10](=[N:11][C:12]([O:16][CH3:17])=[CH:13][CH:14]=2)[C@@H:9]([NH:18][C:19]2[N:24]=[C:23]([CH2:25][C:26]3[CH:27]=[C:28]([C:36]([F:37])([F:39])[F:38])[CH:29]=[C:30]([C:32]([F:34])([F:33])[F:35])[CH:31]=3)[C:22]([S:40]([OH:41])(=[O:42])=[O:56])=[CH:21][N:20]=2)[CH2:8][C@H:7]1[CH2:49][CH3:50])=[O:5])[CH3:2] |f:1.2|. Procedure: (2R*,4S*)-4-{[3,5-Bis(trifluoromethyl)benzyl]-[5-(2-methoxycarbonyl-ethanesulfonyl)pyrimidin-2-yl]}amino-2-ethyl-6-methoxy-3,4-dihydro-2H-[1,5]naphthyridine-1-carboxylic acid ethyl ester (141 mg) and 2N aqueous NaOH solution (384 μl) are dissolved in ethanol (3 ml), and the mixture is stirred at 50° C. for 30 minutes. To the reaction solution is added 2N aqueous HCl solution (385 μl), and stirred overnight. To the reaction mixture is added ethyl acetate, and the organic layer is washed with satu... The reactants are C(=O)OCC (ethyl formate), C[O-].[Na+] (sodium methoxide), [Na] (sodium), OCCNS(=O)(=O)C1=CC=C(C(=O)CC=O)C=C1 (4-[(2-hydroxyethyl)aminosulfonyl]benzoylacetaldehyde), C(C)(=O)C1=CC=C(C=C1)S(=O)(=O)NCCO (4-acetyl-N-(2-hydroxyethyl)-benzenesulfonamide). Solvent: O1CCCC1 (tetrahydrofuran), O (water), O1CCCC1 (tetrahydrofuran). Yields the product C(#N)CC(=O)N (cyanoacetamide), O=C1C(C#N)=CC=CN1 (1,2-dihydro-2-oxonicotinonitrile). As a reaction SMILES: [Na].OC[CH2:4][NH:5]S(C1C=CC(C(CC=O)=O)=CC=1)(=O)=O.[CH3:20][O-].[Na+].C([O:25][CH2:26][CH3:27])=O.C(C1C=CC(S([NH:40][CH2:41][CH2:42]O)(=O)=O)=CC=1)(=O)C>O1CCCC1.O>[C:4]([CH2:27][C:26]([NH2:40])=[O:25])#[N:5].[O:25]=[C:26]1[NH:40][CH:41]=[CH:42][CH:20]=[C:27]1[C:4]#[N:5] |f:2.3,^1:0|. Reported procedure: From a solution of the sodium salt of 4-[(2-hydroxyethyl)aminosulfonyl]benzoylacetaldehyde in 500 ml. of water (prepared from 41.3 g. of sodium methoxide in 400 ml. of tetrahydrofuran, 56.6 g. of ethyl formate, and a solution of 56.5 g. of 4-acetyl-N-(2-hydroxyethyl)-benzenesulfonamide in 700 ml. of tetrahydrofuran) and 29.7 g. of cyanoacetamide, there is obtained 6-[4-[2-hydroxyethyl)aminosulfonyl]phenyl]-1,2-dihydro-2-oxonicotinonitrile; m.p. 283°-286° C. after crystallization from methanol-di... The reactants are solution, [OH-].[Na+] (sodium hydroxide), COC=1C=C2C(=CC=NC2=CC1OC)OC1=CC=C(C=C1)NC(COC1=CC=C(C=C1)CC)=O (N1-{4-[(6,7-Dimethoxy-4-quinolyl)oxy]phenyl}-2-(4-ethylphenoxy)acetamide), Cl (hydrochloric acid). The solvent is O1CCCC1 (tetrahydrofuran), O1CCCC1 (tetrahydrofuran). Reaction conditions: temperature 0 celsius. Product: COC=1C=C2C(=CC=NC2=CC1OC)OC1=CC=C(C=C1)NCCOC1=CC=C(C=C1)CC (N-{4-[(6,7-Dimethoxy-4-quinolyl)oxy]phenyl}-N-[2-(4-ethylphenoxy)ethyl]amine). The yield is 79.9%. RXN SMILES: [CH3:1][O:2][C:3]1[CH:4]=[C:5]2[C:10](=[CH:11][C:12]=1[O:13][CH3:14])[N:9]=[CH:8][CH:7]=[C:6]2[O:15][C:16]1[CH:21]=[CH:20][C:19]([NH:22][C:23](=O)[CH2:24][O:25][C:26]2[CH:31]=[CH:30][C:29]([CH2:32][CH3:33])=[CH:28][CH:27]=2)=[CH:18][CH:17]=1.Cl.[OH-].[Na+]>O1CCCC1>[CH3:1][O:2][C:3]1[CH:4]=[C:5]2[C:10](=[CH:11][C:12]=1[O:13][CH3:14])[N:9]=[CH:8][CH:7]=[C:6]2[O:15][C:16]1[CH:17]=[CH:18][C:19]([NH:22][CH2:23][CH2:24][O:25][C:26]2[CH:27]=[CH:28][C:29]([CH2:32][CH3:33])=[CH:30][CH:31]=2)=[CH:20][CH:21]=1 |f:2.3|. Reported procedure: N1-{4-[(6,7-Dimethoxy-4-quinolyl)oxy]phenyl}-2-(4-ethylphenoxy)acetamide (200 mg) was dissolved in tetrahydrofuran (10 ml) to prepare a solution. A 1 M solution (1.3 ml) of a borane-tetrahydrofuran complex in tetrahydrofuran was then added to the solution, and the mixture was stirred with heating under reflux for 2 hr. The reaction solution was cooled to 0° C. and was adjusted to pH=1 by the addition of 1 N hydrochloric acid, followed by stirring with heating under reflux for 30 min. The reactio... Reactants: COC1=CC=C(C2=C(C=CC=C12)C)C(=O)O (4-Methoxy-8-methyl-1-naphthoic acid), C1OCC12CNC2 (2-oxa-6-azaspiro[3.3]heptane). The product is COC1=CC=C(C2=C(C=CC=C12)C)C(=O)N1CC2(COC2)C1 ((4-Methoxy-8-methylnaphthalen-1-yl)(2-oxa-6-azaspiro[3.3]heptan-6-yl)methanone). RXN SMILES: [CH3:1][O:2][C:3]1[C:12]2[C:7](=[C:8]([CH3:13])[CH:9]=[CH:10][CH:11]=2)[C:6]([C:14]([OH:16])=O)=[CH:5][CH:4]=1.[CH2:17]1[C:20]2([CH2:23][NH:22][CH2:21]2)[CH2:19][O:18]1>>[CH3:1][O:2][C:3]1[C:12]2[C:7](=[C:8]([CH3:13])[CH:9]=[CH:10][CH:11]=2)[C:6]([C:14]([N:22]2[CH2:23][C:20]3([CH2:17][O:18][CH2:19]3)[CH2:21]2)=[O:16])=[CH:5][CH:4]=1. Procedure: 4-Methoxy-8-methyl-1-naphthoic acid (Step-5 of Intermediate-22) was reacted with 2-oxa-6-azaspiro[3.3]heptane by following the similar procedure as described in Step-6 of Intermediate-22. Starting materials: CC1=CC=C(C=C1)C1=CC=C(C=C1)C(CCC(=O)OC)=O (4-(4′-methyl-biphenyl-4-yl)-4-oxo-butyric acid, methyl ester). Run in Cl (hydrochloric acid). Product: CC1=CC=C(C=C1)C1=CC=C(C=C1)C(CCC(=O)O)=O (4-(4′-methyl-biphenyl-4-yl)-4-oxo-butyric acid). Yield: 97.1%. As a reaction SMILES: [CH3:1][C:2]1[CH:7]=[CH:6][C:5]([C:8]2[CH:13]=[CH:12][C:11]([C:14](=[O:21])[CH2:15][CH2:16][C:17]([O:19]C)=[O:18])=[CH:10][CH:9]=2)=[CH:4][CH:3]=1>Cl>[CH3:1][C:2]1[CH:3]=[CH:4][C:5]([C:8]2[CH:13]=[CH:12][C:11]([C:14](=[O:21])[CH2:15][CH2:16][C:17]([OH:19])=[O:18])=[CH:10][CH:9]=2)=[CH:6][CH:7]=1. Reported procedure: In a manner similar to Example 4, Step (b), 4-(4′-methyl-biphenyl-4-yl)-4-oxo-butyric acid, methyl ester (1.21 g, 0.0043 mol) was refluxed in 6 M aqueous hydrochloric acid to give 1.12 g of 4-(4′-methyl-biphenyl-4-yl)-4-oxo-butyric acid as an off-white solid; mp 183-186° C. The reactants are O=C([O-])[O-], COC(=O)Cl, ClCCl, [K+], [K+], O, OCC1CCNCC1. The product is COC(=O)N1CCC(CO)CC1. As a reaction SMILES: [C:9](=[O:10])([O-:11])[O-:12].[Cl:15][C:16](=[O:17])[O:18][CH3:19].[Cl:20][CH2:21][Cl:22].[K+:13].[K+:14].[OH2:23].[OH:1][CH2:2][CH:3]1[CH2:4][CH2:5][NH:6][CH2:7][CH2:8]1>>[OH:1][CH2:2][CH:3]1[CH2:4][CH2:5][N:6]([C:16](=[O:17])[O:18][CH3:19])[CH2:7][CH2:8]1. Starting materials: 4L, C(CC1=CC=CC=C1)N (phenethylamine), C(C(O)C1=CC=CC=C1)(=O)O (DL-mandelic acid), O[NH-] (hydroxyamide), solid. Run in O (water), xylenes. Conditions: time 8 hour. The product is C1(=CC=CC=C1)C1C(NCCC2=C1C=CC=C2)=O (1-phenyl-1,3,4,5-tetrahydro-3(2H)-benzazepin-2-one). Isolated yield 45.5%. RXN SMILES: [CH2:1]([NH2:9])[CH2:2][C:3]1[CH:8]=[CH:7][CH:6]=[CH:5][CH:4]=1.[C:10](O)(=O)[CH:11]([C:13]1[CH:18]=[CH:17][CH:16]=[CH:15][CH:14]=1)O.[OH:21][NH-]>O>[C:3]1([CH:2]2[C:14]3[CH:15]=[CH:16][CH:17]=[CH:18][C:13]=3[CH2:11][CH2:10][NH:9][C:1]2=[O:21])[CH:8]=[CH:7][CH:6]=[CH:5][CH:4]=1. Procedure details: A suspension of 31.4 mL of phenethylamine (0.25 mol) and 42.6 g of DL-mandelic acid (0.28 mol, 1.12 eq.) in 600 mL of xylenes was heated to reflux with a Dean-Stark water separator for 8 hr. The reaction was cooled, and the xylenes removed in vacuo. The resulting residue was partitioned between saturated NaHCO3 and CH2Cl2. The CH2Cl12 layer was dried (Na2SO4) and the solvents removed to yield a solid which was recrystallized from THF to yield, after drying, 56 g of hydroxyamide (88%) as a white,...